This data is from the Open Reaction Database (ORD), a public repository of structured organic reaction records. The task is: describe an organic reaction: reactants, conditions, products, and yield Starting materials: C(C)(C)(C)OC(N(C(CC1=CC2=CC=CC=C2C=C1)C1=NC(=NO1)C)C)=O (N-Methyl-N-[1-(3-methyl-1,2,4-oxadiazol-5-yl)-2-(2-naphtyl)ethyl]carbamic acid tertbutyl ester), Cl (hydrogen chloride). Run in C(C)(=O)OCC (ethyl acetate). Product: Cl.CNC(CC1=CC2=CC=CC=C2C=C1)C1=NC(=NO1)C (N-Methyl-N-{1(3-methyl-1,2,4-oxadiazol-5-yl)-2-(2-naphthyl)ethyl}amine hydrochloride). RXN SMILES: C(O[C:6](=O)[N:7](C)[CH:8]([C:20]1[O:24][N:23]=[C:22]([CH3:25])[N:21]=1)[CH2:9][C:10]1[CH:19]=[CH:18][C:17]2[C:12](=[CH:13][CH:14]=[CH:15][CH:16]=2)[CH:11]=1)(C)(C)C.[ClH:28]>C(OCC)(=O)C>[ClH:28].[CH3:6][NH:7][CH:8]([C:20]1[O:24][N:23]=[C:22]([CH3:25])[N:21]=1)[CH2:9][C:10]1[CH:19]=[CH:18][C:17]2[C:12](=[CH:13][CH:14]=[CH:15][CH:16]=2)[CH:11]=1 |f:3.4|. Procedure details: N-Methyl-N-[1-(3-methyl-1,2,4-oxadiazol-5-yl)-2-(2-naphtyl)ethyl]carbamic acid tertbutyl ester (3.3 g, 9.0 mmol) was dissolved in a saturated solution of hydrogen chloride in ethyl acetate (75 mL). After 3 hours at 20° C. the reaction mixture was filtered to give 1.52 g of (R) N-methyl-N-{1-(3-methyl-1,2,4-oxadiazol-5-yl)-2-(2-naphthyl)ethyl}amine hydrochloride. Reactants: O1C(=CC=C1)C1=C(C=NN1C)C#N (5-(2-furyl)-1-methylpyrazole-4-carbonitrile), S(O)(O)(=O)=O (sulfuric acid), [OH-].[Na+] (caustic soda). Product: O1C(=CC=C1)C1=C(C=NN1C)C(=O)N (5-(2-furyl)-1-methylpyrazole-4-carboxamide). Yield: 91.0%. As a reaction SMILES: [O:1]1[CH:5]=[CH:4][CH:3]=[C:2]1[C:6]1[N:10]([CH3:11])[N:9]=[CH:8][C:7]=1[C:12]#[N:13].S(=O)(=O)(O)[OH:15].[OH-].[Na+]>>[O:1]1[CH:5]=[CH:4][CH:3]=[C:2]1[C:6]1[N:10]([CH3:11])[N:9]=[CH:8][C:7]=1[C:12]([NH2:13])=[O:15] |f:2.3|. Procedure details: Stir 1.1 g of 5-(2-furyl)-1-methylpyrazole-4-carbonitrile together with 7 ml of concentrated sulfuric acid for 24 hours at room temperature. Pour the resulting mixture onto ice and adjust its pH-value to 4 with caustic soda. Then extract it with methylene chloride and reduce the organic phase to dryness to obtain 5-(2-furyl)-1-methylpyrazole-4-carboxamide [m.p. 115.5° to 116° C (from ethanol)] with a yield of 91%. RXN SMILES: [N:1]([CH2:4][C@@H:5]1[C@@H:9]([CH2:10][N:11]=[N+]=[N-])[O:8][CH2:7][O:6]1)=[N+]=[N-]>C(O)C.[Pd]>[NH2:1][CH2:4][C@@H:5]1[C@@H:9]([CH2:10][NH2:11])[O:8][CH2:7][O:6]1. The yield is 97.3%. Product: NC[C@H]1OCO[C@@H]1CN ((4R,5R)-4,5-bis(aminomethyl)-1,3-dioxolane). Procedure: A solution of (4R,5R)-4,5-bis(azidomethyl)-1,3-dioxolane (1.93 g, 10.5 mmol) in ethanol (20 ml) was hydrogenated in the presence of 10% palladium on activated carbon (0.2 g) at 50 psi at 40° C. for 2 hours. The reaction mixture was filtered through a pad of celite and evaporated to dryness under a reduced pressure to give 1.35 g of (4R,5R)-4,5-bis(aminomethyl)-1,3-dioxolane as a colorless oil. The reactants are N(=[N+]=[N-])C[C@H]1OCO[C@@H]1CN=[N+]=[N-] ((4R,5R)-4,5-bis(azidomethyl)-1,3-dioxolane). The reagents and catalysts are [Pd] (palladium on activated carbon). The solvent is C(C)O (ethanol). Reactants: Cc1nc2c([nH]1)C(=O)N(C)C1=NC3CCCC3N12, ClCc1ccncc1. Yields the product Cc1nc2c(n1Cc1ccncc1)C(=O)N(C)C1=NC3CCCC3N12. Reaction SMILES: [CH3:1][c:2]1[n:3][c:4]2[c:9]([nH:10]1)[C:8](=[O:11])[N:7]([CH3:12])[C:6]1=[N:13][CH:14]3[CH:15]([N:5]21)[CH2:16][CH2:17][CH2:18]3.[Cl:19][CH2:20][c:21]1[cH:22][cH:23][n:24][cH:25][cH:26]1>>[CH3:1][c:2]1[n:3][c:4]2[c:9]([n:10]1[CH2:20][c:21]1[cH:22][cH:23][n:24][cH:25][cH:26]1)[C:8](=[O:11])[N:7]([CH3:12])[C:6]1=[N:13][CH:14]3[CH:15]([N:5]21)[CH2:16][CH2:17][CH2:18]3. The reactants are [N-]=[N+]=[N-].[Na+] (NaN3), ClC1=CC=NC2=C(C=CC(=C12)OC)OC (4-chloro-5,8-dimethoxyquinoline), [NH4+].[Cl-] (NH4Cl). The solvent is CN(C)C=O.O (DMF H2O). Run at temperature 90 celsius. Yields the product N(=[N+]=[N-])C1=CC=NC2=C(C=CC(=C12)OC)OC (4-Azido-5,8-dimethoxyquinoline). Yield: 84.5%. RXN SMILES: [N-:1]=[N+:2]=[N-:3].[Na+].Cl[C:6]1[C:15]2[C:10](=[C:11]([O:18][CH3:19])[CH:12]=[CH:13][C:14]=2[O:16][CH3:17])[N:9]=[CH:8][CH:7]=1.[NH4+].[Cl-]>CN(C=O)C.O>[N:1]([C:6]1[C:15]2[C:10](=[C:11]([O:18][CH3:19])[CH:12]=[CH:13][C:14]=2[O:16][CH3:17])[N:9]=[CH:8][CH:7]=1)=[N+:2]=[N-:3] |f:0.1,3.4,5.6|. Procedure: 16.7 g of NaN3 are added to a solution of 10 g (44.7 mmol) of 4-chloro-5,8-dimethoxyquinoline in a DMF/H2O mixture (160 mL/60 mL). The reaction medium is heated at 90° C. for 2 h 30 min. After cooling, the mixture is hydrolyzed with 500 mL of saturated NH4Cl solution and is extracted with CHCl3 (3 times 150 mL) After drying over MgSO4, the organic phases are concentrated on a rotary evaporator and the DMF is then removed under vacuum (2 mmHg). 8.7 g of azide are obtained in the form of a brown p... Starting materials: CC1=NN(C(=C1)C)C(=O)C1C2=CC=CC=C2OC=2C=CC=CC12 ((3,5-dimethylpyrazol-1-yl)-(9H-xanthen-9-yl)-methanone), C1(CC1)CC1=NN=C(O1)N (5-cyclopropylmethyl-[1,3,4]oxadiazol-2-ylamine). Yields the product C1(CC1)CC1=NN=C(O1)NC(=O)C1C2=CC=CC=C2OC=2C=CC=CC12 (9H-Xanthene-9-carboxylic acid (5-cyclopropylmethyl-[1,3,4]oxadiazol-2-yl)-amide). RXN SMILES: CC1C=C(C)N([C:8]([CH:10]2[C:23]3[CH:22]=[CH:21][CH:20]=[CH:19][C:18]=3[O:17][C:16]3[C:11]2=[CH:12][CH:13]=[CH:14][CH:15]=3)=[O:9])N=1.[CH:24]1([CH2:27][C:28]2[O:32][C:31]([NH2:33])=[N:30][N:29]=2)[CH2:26][CH2:25]1>>[CH:24]1([CH2:27][C:28]2[O:32][C:31]([NH:33][C:8]([CH:10]3[C:11]4[CH:12]=[CH:13][CH:14]=[CH:15][C:16]=4[O:17][C:18]4[C:19]3=[CH:20][CH:21]=[CH:22][CH:23]=4)=[O:9])=[N:30][N:29]=2)[CH2:26][CH2:25]1. Procedure details: The title compound, white solid, m.p. 234-236° C. and MS: m/e=347.1(M+H+) was prepared in accordance with the general method of example 48a from (3,5-dimethylpyrazol-1-yl)-(9H-xanthen-9-yl)-methanone and 5-cyclopropylmethyl-[1,3,4]oxadiazol-2-ylamine. Starting materials: ClC(S(=O)(=O)N)(Cl)Cl (trichloromethane sulfonamide), S(=O)(Cl)Cl (thionyl chloride), ClS(=O)(=O)O (chlorosulfonic acid), C(F)(F)(F)S(=O)(=O)NS(=O)(=O)F (CF3SO2NHSO2F). Yields the product C(Cl)(Cl)(Cl)S(=O)(=O)NS(=O)(=O)Cl (CCl3SO2NHSO2Cl). Reaction SMILES: C(S(NS(F)(=O)=O)(=O)=O)(F)(F)F.[Cl:13][C:14]([Cl:20])([Cl:19])[S:15]([NH2:18])(=[O:17])=[O:16].S(Cl)(Cl)=O.[Cl:25][S:26](O)(=[O:28])=[O:27]>>[C:14]([S:15]([NH:18][S:26]([Cl:25])(=[O:28])=[O:27])(=[O:17])=[O:16])([Cl:20])([Cl:19])[Cl:13]. Procedure details: This example illustrates synthesis of CF3SO2NHSO2F by the reaction of trichloromethane sulfonamide (CCl3SO2NH2), thionyl chloride (SOCl2), chlorosulfonic acid (ClSO3H) to produce CCl3SO2NHSO2Cl intermediate, and fluorinating the intermediate with anhydrous hydrogen fluoride (HF) to produce CF3SO2NHSO2F. Reactants: BrC1=CC=C(CBr)C=C1 (p-bromo benzylbromide), O (Water), [Li+].CC(C)[N-]C(C)C (LDA), C(CC)(=O)OCC (ethyl propionate). Solvent: C1CCOC1 (THF), C1CCOC1 (THF). Reaction conditions: time 1 hour. The product is BrC1=CC=C(C=C1)CC(C(=O)OCC)C (4-Bromo-α-methylbenzenpropanoic acid, ethyl ester). As a reaction SMILES: [Li+].CC([N-]C(C)C)C.[C:9]([O:13][CH2:14][CH3:15])(=[O:12])[CH2:10][CH3:11].[Br:16][C:17]1[CH:24]=[CH:23][C:20]([CH2:21]Br)=[CH:19][CH:18]=1.O>C1COCC1>[Br:16][C:17]1[CH:24]=[CH:23][C:20]([CH2:21][CH:10]([CH3:11])[C:9]([O:13][CH2:14][CH3:15])=[O:12])=[CH:19][CH:18]=1 |f:0.1|. Reported procedure: To the LDA solution at -78° C., was added dropwise a solution of 5 mL (44 mmoles) of ethyl propionate in 20 mL of THF. Stirring was continued at —78° C. for 1 hour, after which a solution of 10 g (40 mmoles) of p-bromo benzylbromide in 25 mL of THF was added dropwise. Stirring was continued at −78° C. for 2 hours. Water was then added dropwise and the reaction was allowed to warm to room temperature. Reactants: CN1CC[C@]23C4=C5C=CC(=C4O[C@H]2C(=O)CC[C@]3([C@H]1C5)O)OC (Oxycodone), O (Water), Cl (hydrochloric acid). The solvent is C(C)(C)O (isopropanol). Run at temperature 73 celsius, time 1 hour. Product: CN1CC[C@]23C4=C5C=CC(=C4O[C@H]2C(=O)CC[C@]3([C@H]1C5)O)OC.Cl (Oxycodone Hydrochloride). As a reaction SMILES: [CH3:1][N:2]1[C@@H:19]2[CH2:20][C:7]3[CH:8]=[CH:9][C:10]([O:22][CH3:23])=[C:11]4[O:12][C@H:13]5[C:14]([CH2:16][CH2:17][C@:18]2([OH:21])[C@:5]5([C:6]=34)[CH2:4][CH2:3]1)=[O:15].O.[ClH:25]>C(O)(C)C>[CH3:1][N:2]1[C@@H:19]2[CH2:20][C:7]3[CH:8]=[CH:9][C:10]([O:22][CH3:23])=[C:11]4[O:12][C@H:13]5[C:14]([CH2:16][CH2:17][C@:18]2([OH:21])[C@:5]5([C:6]=34)[CH2:4][CH2:3]1)=[O:15].[ClH:25] |f:4.5|. Procedure: 0.8 g of oxycodone base produced in Example 2a was added to a 50 ml flask. Water (1.6 ml) and isopropanol (3.76 ml) were added. Concentrated hydrochloric acid (0.32 ml) was added and the mixture was heated to 73° C. After 5 minutes at 73° C. the mixture was cooled to room temperature and was then stirred at room temperature for 1 hour. The mixture was placed in an ice bath and stirred for 1.5 hours. The solid product was filtered, rinsed with cold isopropanol and dried under a vacuum pump overni... Product: Cc1nc2ccc(I)cc2c(N2CCOCC2)c1S(C)(=O)=O. Reaction SMILES: [CH2:18]1[CH2:19][O:20][CH2:21][CH2:22][NH:23]1.[CH3:33][N:34]([CH3:35])[CH:36]=[O:37].[CH:24]([N:25]([CH2:26][CH3:27])[CH:28]([CH3:29])[CH3:30])([CH3:31])[CH3:32].[Cl:1][c:2]1[c:3]([S:14](=[O:15])(=[O:16])[CH3:17])[c:4]([CH3:13])[n:5][c:6]2[cH:7][cH:8][c:9]([I:12])[cH:10][c:11]12>>[c:2]1([N:23]2[CH2:18][CH2:19][O:20][CH2:21][CH2:22]2)[c:3]([S:14](=[O:15])(=[O:16])[CH3:17])[c:4]([CH3:13])[n:5][c:6]2[cH:7][cH:8][c:9]([I:12])[cH:10][c:11]12. Starting materials: C1COCCN1, CN(C)C=O, CCN(C(C)C)C(C)C, Cc1nc2ccc(I)cc2c(Cl)c1S(C)(=O)=O.